Dataset: the Open Reaction Database (ORD), a public repository of structured organic reaction records. Task: describe an organic reaction: reactants, conditions, products, and yield Reactants: [BH4-], CO, CC1(C)Oc2ccccc2C1=O, [Na+]. The product is CC1(C)Oc2ccccc2C1O. Reaction SMILES: [BH4-:13].[CH3:15][OH:16].[CH3:1][C:2]1([CH3:12])[O:3][c:4]2[c:5]([cH:8][cH:9][cH:10][cH:11]2)[C:6]1=[O:7].[Na+:14]>>[CH3:1][C:2]1([CH3:12])[O:3][c:4]2[c:5]([cH:8][cH:9][cH:10][cH:11]2)[CH:6]1[OH:7]. Starting materials: CC1(OB(OC1(C)C)C=1C=C2C(=NC1)NC=C2)C (5-(4,4,5,5-tetramethyl-1,3,2-dioxaborolan-2-yl)-1H-pyrrolo[2,3-b]pyridine), ClC=1N=C(C2=C(N1)C=C(S2)I)N2CCOCC2 (2-Chloro-6-iodo-4-morpholinothieno[3,2-d]pyrimidine), CS(=O)(=O)C=1C=C(C=CC1)B(O)O (3-(methylsulfonyl)phenylboronic acid). Reagents/catalysts: Cl[Pd]([P](C1=CC=CC=C1)(C2=CC=CC=C2)C3=CC=CC=C3)([P](C4=CC=CC=C4)(C5=CC=CC=C5)C6=CC=CC=C6)Cl (bis(triphenylphosphine)palladium(II) dichloride), Cl[Pd]([P](C1=CC=CC=C1)(C2=CC=CC=C2)C3=CC=CC=C3)([P](C4=CC=CC=C4)(C5=CC=CC=C5)C6=CC=CC=C6)Cl (bis(triphenylphosphine)palladium(II) dichloride). The solvent is C(=O)([O-])[O-].[Na+].[Na+] (Na2CO3), C(C)#N (acetonitrile). Conditions: temperature 150 celsius. Yields the product CS(=O)(=O)C=1C=C(C=CC1)C1=CC=2N=C(N=C(C2S1)N1CCOCC1)C=1C=C2C(=NC1)NC=C2 (6-(3-(methylsulfonyl)phenyl)-4-morpholino-2-(1H-pyrrolo[2,3-b]pyridin-5-yl)thieno[3,2-d]pyrimidine). As a reaction SMILES: Cl[C:2]1[N:3]=[C:4]([N:12]2[CH2:17][CH2:16][O:15][CH2:14][CH2:13]2)[C:5]2[S:10][C:9](I)=[CH:8][C:6]=2[N:7]=1.[CH3:18][S:19]([C:22]1[CH:23]=[C:24](B(O)O)[CH:25]=[CH:26][CH:27]=1)(=[O:21])=[O:20].CC1(C)C(C)(C)OB([C:39]2[CH:40]=[C:41]3[CH:47]=[CH:46][NH:45][C:42]3=[N:43][CH:44]=2)O1>C([O-])([O-])=O.[Na+].[Na+].C(#N)C.Cl[Pd](Cl)([P](C1C=CC=CC=1)(C1C=CC=CC=1)C1C=CC=CC=1)[P](C1C=CC=CC=1)(C1C=CC=CC=1)C1C=CC=CC=1>[CH3:18][S:19]([C:22]1[CH:23]=[C:24]([C:9]2[S:10][C:5]3[C:4]([N:12]4[CH2:17][CH2:16][O:15][CH2:14][CH2:13]4)=[N:3][C:2]([C:39]4[CH:40]=[C:41]5[CH:47]=[CH:46][NH:45][C:42]5=[N:43][CH:44]=4)=[N:7][C:6]=3[CH:8]=2)[CH:25]=[CH:26][CH:27]=1)(=[O:21])=[O:20] |f:3.4.5,^1:60,79|. Procedure details: 2-Chloro-6-iodo-4-morpholinothieno[3,2-d]pyrimidine 19 from Example 12 (0.2 g, 0.6 mmol), 3-(methylsulfonyl)phenylboronic acid (120 mg, 0.6 mmol), and bis(triphenylphosphine)palladium(II) dichloride (20 mg, 30 μmol) in 1M aqueous Na2CO3 (1 mL) and acetonitrile (1 mL) were heated to 100° C. in a sealed microwave reactor for 10 min. Upon completion, 5-(4,4,5,5-tetramethyl-1,3,2-dioxaborolan-2-yl)-1H-pyrrolo[2,3-b]pyridine (210 mg, 0.87 mmol) and bis(triphenylphosphine)palladium(II) dichloride (20 ... Starting materials: CC(=O)OC1CCC2C(C=O)CCC12, CC(=O)O, CCOCC, [Na], CCCCCC(=O)CP(=O)(OC)OC, C1CCOC1. Product: CCCCCC(=O)C=CC1CCC2C(OC(C)=O)CCC12. As a reaction SMILES: [C:16]([CH3:17])(=[O:18])[O:19][CH:20]1[CH:21]2[CH2:22][CH2:23][CH:24]([CH:28]=[O:29])[CH:25]2[CH2:26][CH2:27]1.[CH3:30][C:31](=[O:32])[OH:33].[CH3:39][CH2:40][O:41][CH2:42][CH3:43].[Na:1].[O:2]=[C:3]([CH2:4][P:5](=[O:6])([O:7][CH3:8])[O:9][CH3:10])[CH2:11][CH2:12][CH2:13][CH2:14][CH3:15].[O:34]1[CH2:35][CH2:36][CH2:37][CH2:38]1>>[O:2]=[C:3]([CH:4]=[CH:28][CH:24]1[CH2:23][CH2:22][CH:21]2[CH:20]([O:19][C:16]([CH3:17])=[O:18])[CH2:27][CH2:26][CH:25]21)[CH2:11][CH2:12][CH2:13][CH2:14][CH3:15]. Yields the product CC(C)(C)OC(=O)N1CCC(C(=O)OCc2ccccc2)C(CO)C1. Starting materials: O=C(Cl)OCc1ccccc1, ClCCl, CC(C)(C)OC(=O)N1CCC(N)C(CO)C1, [Na+], [Na+], O=C([O-])[O-]. RXN SMILES: [Cl:23][C:24](=[O:25])[O:26][CH2:27][c:28]1[cH:29][cH:30][cH:31][cH:32][cH:33]1.[Cl:34][CH2:35][Cl:36].[NH2:1][CH:2]1[CH:3]([CH2:15][OH:16])[CH2:4][N:5]([C:8](=[O:9])[O:10][C:11]([CH3:12])([CH3:13])[CH3:14])[CH2:6][CH2:7]1.[Na+:17].[Na+:18].[O-:19][C:20](=[O:21])[O-:22]>>[CH:2]1([C:24](=[O:25])[O:26][CH2:27][c:28]2[cH:29][cH:30][cH:31][cH:32][cH:33]2)[CH:3]([CH2:15][OH:16])[CH2:4][N:5]([C:8](=[O:9])[O:10][C:11]([CH3:12])([CH3:13])[CH3:14])[CH2:6][CH2:7]1. The reactants are COCCBr, CCO, N#Cc1c(-c2ccccc2)nc(N)[nH]c1=S. Product: COCCSc1nc(N)nc(-c2ccccc2)c1C#N. RXN SMILES: [CH3:17][O:18][CH2:19][CH2:20][Br:21].[CH3:22][CH2:23][OH:24].[NH2:1][c:2]1[nH:3][c:4](=[S:16])[c:5]([C:14]#[N:15])[c:6](-[c:8]2[cH:9][cH:10][cH:11][cH:12][cH:13]2)[n:7]1>>[NH2:1][c:2]1[n:3][c:4]([S:16][CH2:20][CH2:19][O:18][CH3:17])[c:5]([C:14]#[N:15])[c:6](-[c:8]2[cH:9][cH:10][cH:11][cH:12][cH:13]2)[n:7]1. The reactants are Brc1ccccn1, CCCC[Sn](CCCC)(CCCC)c1cn(C(c2ccccc2)(c2ccccc2)c2ccccc2)cn1, Cc1ccccc1, c1ccc(P(c2ccccc2)(c2ccccc2)[Pd](P(c2ccccc2)(c2ccccc2)c2ccccc2)(P(c2ccccc2)(c2ccccc2)c2ccccc2)P(c2ccccc2)(c2ccccc2)c2ccccc2)cc1. The product is c1ccc(C(c2ccccc2)(c2ccccc2)n2cnc(-c3ccccn3)c2)cc1. Reaction SMILES: [Br:38][c:39]1[cH:40][cH:41][cH:42][cH:43][n:44]1.[CH2:1]([Sn:2]([CH2:3][CH2:4][CH2:5][CH3:30])([c:6]1[n:7][cH:8][n:9]([C:11]([c:12]2[cH:13][cH:14][cH:15][cH:16][cH:17]2)([c:18]2[cH:19][cH:20][cH:21][cH:22][cH:23]2)[c:24]2[cH:25][cH:26][cH:27][cH:28][cH:29]2)[cH:10]1)[CH2:31][CH2:32][CH2:33][CH3:34])[CH2:35][CH2:36][CH3:37].[CH3:45][c:46]1[cH:47][cH:48][cH:49][cH:50][cH:51]1.[cH:52]1[cH:53][cH:54][c:55]([P:56]([Pd:57]([P:58]([c:59]2[cH:60][cH:61][cH:62][cH:63][cH:64]2)([c:65]2[cH:66][cH:67][cH:68][cH:69][cH:70]2)[c:71]2[cH:72][cH:73][cH:74][cH:75][cH:76]2)([P:77]([c:78]2[cH:79][cH:80][cH:81][cH:82][cH:83]2)([c:84]2[cH:85][cH:86][cH:87][cH:88][cH:89]2)[c:90]2[cH:91][cH:92][cH:93][cH:94][cH:95]2)[P:96]([c:97]2[cH:98][cH:99][cH:100][cH:101][cH:102]2)([c:103]2[cH:104][cH:105][cH:106][cH:107][cH:108]2)[c:109]2[cH:110][cH:111][cH:112][cH:113][cH:114]2)([c:115]2[cH:116][cH:117][cH:118][cH:119][cH:120]2)[c:121]2[cH:122][cH:123][cH:124][cH:125][cH:126]2)[cH:127][cH:128]1>>[c:6]1(-[c:39]2[cH:40][cH:41][cH:42][cH:43][n:44]2)[n:7][cH:8][n:9]([C:11]([c:12]2[cH:13][cH:14][cH:15][cH:16][cH:17]2)([c:18]2[cH:19][cH:20][cH:21][cH:22][cH:23]2)[c:24]2[cH:25][cH:26][cH:27][cH:28][cH:29]2)[cH:10]1.